The task is: describe an organic reaction: reactants, conditions, products, and yield. This data is from the Open Reaction Database (ORD), a public repository of structured organic reaction records. The yield is 41.0%. Reactants: ClC1=NN2C(C(=CC=C2)C2=C(C=C(C=C2)OC)F)=N1 (2-chloro-8-(2-fluoro-4-methoxy-phenyl)-[1,2,4]-triazolo[1,5-a]pyridine), C(C)(C)(C)OC(=O)N1CCC(CC1)C1=CC=C(C=C1)N (4-(4-amino-phenyl)-piperidine-1-carboxylic acid tert-butyl ester), 311b. The product is C(C)(C)(C)OC(=O)N1CCC(CC1)C1=CC=C(C=C1)NC1=NN2C(C(=CC=C2)C2=C(C=C(C=C2)OC)F)=N1 (4-{4-[8-(2-Fluoro-4-methoxy-phenyl)-[1,2,4]-triazolo[1,5-a]pyridin-2-ylamino]-phenyl}-piperidine-1-carboxylic acid tert-butyl ester), product. As a reaction SMILES: Cl[C:2]1[N:19]=[C:5]2[C:6]([C:10]3[CH:15]=[CH:14][C:13]([O:16][CH3:17])=[CH:12][C:11]=3[F:18])=[CH:7][CH:8]=[CH:9][N:4]2[N:3]=1.[C:20]([O:24][C:25]([N:27]1[CH2:32][CH2:31][CH:30]([C:33]2[CH:38]=[CH:37][C:36]([NH2:39])=[CH:35][CH:34]=2)[CH2:29][CH2:28]1)=[O:26])([CH3:23])([CH3:22])[CH3:21]>>[C:20]([O:24][C:25]([N:27]1[CH2:32][CH2:31][CH:30]([C:33]2[CH:38]=[CH:37][C:36]([NH:39][C:2]3[N:19]=[C:5]4[C:6]([C:10]5[CH:15]=[CH:14][C:13]([O:16][CH3:17])=[CH:12][C:11]=5[F:18])=[CH:7][CH:8]=[CH:9][N:4]4[N:3]=3)=[CH:35][CH:34]=2)[CH2:29][CH2:28]1)=[O:26])([CH3:23])([CH3:21])[CH3:22]. Procedure details: 4-{4-[8-(2-Fluoro-4-methoxy-phenyl)-[1,2,4]-triazolo[1,5-a]pyridin-2-ylamino]-phenyl}-piperidine-1-carboxylic acid tert-butyl ester was prepared from 2-chloro-8-(2-fluoro-4-methoxy-phenyl)-[1,2,4]-triazolo[1,5-a]pyridine (0.250 g, 0.900 mmol) and 4-(4-amino-phenyl)-piperidine-1-carboxylic acid tert-butyl ester (0.298 g, 1.08 mmol) in a manner analogous to Example 311a and 311b to give product (0.253 g, 41%). MP=93-95° C. 1H NMR (400 MHz, (D3C)2SO, δ, ppm): 9.62 (s, 1H), 8.79 (d, 1H), 7.80 (m, 1H... The reactants are N(=O)[O-].[Na+] (sodium nitrite), C(#N)[Cu] (CuCN), [C-]#N.[Na+] (NaCN), C([O-])([O-])=O.[Na+].[Na+] (sodium carbonate), COC1=CC=C(C2=C1OC1=C2C=C(C=C1)N)C(=O)O (4-methoxy-8amino-dibenzo[b,d]furan-1-carboxylic acid), Cl.O (hydrochloric acid water). The solvent is O (water), O (water), O (water). Run at temperature 50 celsius, time 30 minute. The product is COC1=CC=C(C2=C1OC1=C2C=C(C=C1)C#N)C(=O)O (4-methoxy-8-cyano-dibenzo[b,d]furan-1-carboxylic acid). Isolated yield 47.0%. As a reaction SMILES: [CH3:1][O:2][C:3]1[C:8]2[O:9][C:10]3[CH:15]=[CH:14][C:13](N)=[CH:12][C:11]=3[C:7]=2[C:6]([C:17]([OH:19])=[O:18])=[CH:5][CH:4]=1.Cl.O.N([O-])=O.[Na+].C(=O)([O-])[O-].[Na+].[Na+].[C:32]([Cu])#[N:33].[C-]#N.[Na+]>O>[CH3:1][O:2][C:3]1[C:8]2[O:9][C:10]3[CH:15]=[CH:14][C:13]([C:32]#[N:33])=[CH:12][C:11]=3[C:7]=2[C:6]([C:17]([OH:19])=[O:18])=[CH:5][CH:4]=1 |f:1.2,3.4,5.6.7,9.10|. Procedure: Intermediate 30 (500 mg, 1.99 mmol) was suspended in mixture of concentrated hydrochloric acid: water (1: 1) (20 ml) and stirred at 50° C. for 30 min. The suspension was cooled to 0° C. and a solution of sodium nitrite (161 mg, 2.33 mmol) in water (2 ml) was added dropwise in 15 min. The reaction was stirred for 30 min. at 0-5° C. and then neutralized to neutral pH with saturated sodium carbonate solution The reaction suspension was then added to a pre-cooled solution of CuCN (174 mg, 1.99 mmol)... The reactants are N1=C(C=CC(=C1)C(=O)O)C(=O)O (pyridine-2,5-dicarboxylic acid), CO (methanol), S(O)(O)(=O)=O (sulphuric acid). Solvent: O (water). Product: COC(=O)C1=NC=C(C=C1)C(=O)O (2-Methoxycarbonylpyridine-5-carboxylic acid). As a reaction SMILES: [N:1]1[CH:6]=[C:5]([C:7]([OH:9])=[O:8])[CH:4]=[CH:3][C:2]=1[C:10]([OH:12])=[O:11].[CH3:13]O.S(=O)(=O)(O)O>O>[CH3:13][O:11][C:10]([C:2]1[CH:3]=[CH:4][C:5]([C:7]([OH:9])=[O:8])=[CH:6][N:1]=1)=[O:12]. Reported procedure: A mixture of pyridine-2,5-dicarboxylic acid (8.4 g), methanol (100 ml) and concentrated sulphuric acid (1.7 ml) was heated at reflux for 2 hours, cooled and poured into water (11). The resultant precipitate was collected and recrystallised from ethanol to give the title compound as a white solid, m.p. 222-223° C. Product: [Br-], CC(C)c1c(C(=O)NCc2ccccc2)nn(-c2ccc(F)cc2)c1C[P+](c1ccccc1)(c1ccccc1)c1ccccc1. RXN SMILES: [BrH:28].[CH2:1]([c:2]1[cH:3][cH:4][cH:5][cH:6][cH:7]1)[NH:8][C:9](=[O:10])[c:11]1[n:12][n:13](-[c:21]2[cH:22][cH:23][c:24]([F:27])[cH:25][cH:26]2)[c:14]([CH2:19][OH:20])[c:15]1[CH:16]([CH3:17])[CH3:18].[CH3:48][C:49]#[N:50].[c:29]1([P:35]([c:36]2[cH:37][cH:38][cH:39][cH:40][cH:41]2)[c:42]2[cH:43][cH:44][cH:45][cH:46][cH:47]2)[cH:30][cH:31][cH:32][cH:33][cH:34]1>>[Br-:28].[CH2:1]([c:2]1[cH:3][cH:4][cH:5][cH:6][cH:7]1)[NH:8][C:9](=[O:10])[c:11]1[n:12][n:13](-[c:21]2[cH:22][cH:23][c:24]([F:27])[cH:25][cH:26]2)[c:14]([CH2:19][P+:35]([c:29]2[cH:30][cH:31][cH:32][cH:33][cH:34]2)([c:36]2[cH:37][cH:38][cH:39][cH:40][cH:41]2)[c:42]2[cH:43][cH:44][cH:45][cH:46][cH:47]2)[c:15]1[CH:16]([CH3:17])[CH3:18]. The reactants are Br, CC(C)c1c(C(=O)NCc2ccccc2)nn(-c2ccc(F)cc2)c1CO, CC#N, c1ccc(P(c2ccccc2)c2ccccc2)cc1. As a reaction SMILES: [Br:1][c:2]1[c:3]([O:12][CH3:13])[cH:4][c:5]([O:10][CH3:11])[c:6]([CH:7]=[O:8])[cH:9]1.[CH2:26]1[O:27][CH2:28][CH2:29][CH2:30]1.[s:14]1[c:15]2[c:16]([cH:17][c:18]1[B:19]([OH:20])[OH:21])[cH:22][cH:23][cH:24][cH:25]2>>[c:2]1(-[c:18]2[s:14][c:15]3[c:16]([cH:17]2)[cH:22][cH:23][cH:24][cH:25]3)[c:3]([O:12][CH3:13])[cH:4][c:5]([O:10][CH3:11])[c:6]([CH:7]=[O:8])[cH:9]1. Product: COc1cc(OC)c(-c2cc3ccccc3s2)cc1C=O. Reactants: COc1cc(OC)c(C=O)cc1Br, C1CCOC1, OB(O)c1cc2ccccc2s1.